Dataset: the Open Reaction Database (ORD), a public repository of structured organic reaction records. Task: describe an organic reaction: reactants, conditions, products, and yield Product: C(C)OC(C(C(=O)OCC)C1=CC2=C(C3=C(N=CN=C3NC3=CC(=C(C=C3)OCC3=CC(=CC=C3)F)Cl)S2)C=C1)=O (2-{4-[3-Chloro-4-(3-fluoro-benzyloxy)-phenylamino]-benzo[4,5]thieno[2,3-d]pyrimidin-7-yl}-malonic acid diethyl ester). Isolated yield 75.2%. Procedure details: To a stirring suspension of (7-bromo-benzo[4,5]thieno[2,3-d]pyrimidin-4-yl)-[3-chloro-4-(3-fluoro-benzyloxy)-phenyl]-amine (150 mg, 0.291 mmol) in malonic acid diethyl ester (2 mL, 2 g, 12.5 mmol) was added sodium hydride (60%, 35.0 mg, 0.874 mmol). The resulting mixture was bubbled with N2 for 2 min, followed by addition of biphenyl-4-yl-di-tert-butyl-phosphane (4.35 mg, 0.015 mmol), and tris(dibenzylideneacetone)dipalladium (13.3 mg, 0.015 mmol). The mixture was bubbled with N2 for an addition... As a reaction SMILES: Br[C:2]1[CH:31]=[CH:30][C:5]2[C:6]3[C:11]([NH:12][C:13]4[CH:18]=[CH:17][C:16]([O:19][CH2:20][C:21]5[CH:26]=[CH:25][CH:24]=[C:23]([F:27])[CH:22]=5)=[C:15]([Cl:28])[CH:14]=4)=[N:10][CH:9]=[N:8][C:7]=3[S:29][C:4]=2[CH:3]=1.[CH2:32]([O:34][C:35](=[O:42])[CH2:36][C:37]([O:39][CH2:40][CH3:41])=[O:38])[CH3:33].[H-].[Na+]>C1C=CC(/C=C/C(/C=C/C2C=CC=CC=2)=O)=CC=1.C1C=CC(/C=C/C(/C=C/C2C=CC=CC=2)=O)=CC=1.C1C=CC(/C=C/C(/C=C/C2C=CC=CC=2)=O)=CC=1.[Pd].[Pd].C1(C2C=CC=CC=2)C=CC(P(C(C)(C)C)C(C)(C)C)=CC=1>[CH2:32]([O:34][C:35](=[O:42])[CH:36]([C:2]1[CH:31]=[CH:30][C:5]2[C:6]3[C:11]([NH:12][C:13]4[CH:18]=[CH:17][C:16]([O:19][CH2:20][C:21]5[CH:26]=[CH:25][CH:24]=[C:23]([F:27])[CH:22]=5)=[C:15]([Cl:28])[CH:14]=4)=[N:10][CH:9]=[N:8][C:7]=3[S:29][C:4]=2[CH:3]=1)[C:37]([O:39][CH2:40][CH3:41])=[O:38])[CH3:33] |f:2.3,4.5.6.7.8|. The reagents and catalysts are C=1C=CC(=CC1)/C=C/C(=O)/C=C/C2=CC=CC=C2.C=1C=CC(=CC1)/C=C/C(=O)/C=C/C2=CC=CC=C2.C=1C=CC(=CC1)/C=C/C(=O)/C=C/C2=CC=CC=C2.[Pd].[Pd] (tris(dibenzylideneacetone)dipalladium), C1(=CC=C(C=C1)P(C(C)(C)C)C(C)(C)C)C1=CC=CC=C1 (biphenyl-4-yl-di-tert-butyl-phosphane). Reaction conditions: temperature 137.5 celsius, time 20 minute. Starting materials: BrC1=CC2=C(C3=C(N=CN=C3NC3=CC(=C(C=C3)OCC3=CC(=CC=C3)F)Cl)S2)C=C1 ((7-bromo-benzo[4,5]thieno[2,3-d]pyrimidin-4-yl)-[3-chloro-4-(3-fluoro-benzyloxy)-phenyl]-amine), C(C)OC(CC(=O)OCC)=O (malonic acid diethyl ester), [H-].[Na+] (sodium hydride).